Dataset: the Open Reaction Database (ORD), a public repository of structured organic reaction records. Task: describe an organic reaction: reactants, conditions, products, and yield The product is CC(C)C1=NOC(=N1)N1CCC(CC1)[C@@H](C)OC1=NC=C(N=C1)C1=CC=C(C=C1)S(=O)(=O)C (2-[((1R)-1-{1-[3-(1-Methylethyl)-1,2,4-oxadiazol-5-yl]-4-piperidinyl}ethyl)oxy]-5-[4-(methylsulfonyl)phenyl]pyrazine). Reported procedure: The racemic 2-[(1-{1-[3-(1-methylethyl)-1,2,4-oxadiazol-5-yl]-4-piperidinyl}ethyl)oxy]-5-[4-(methylsulfonyl)phenyl]pyrazine (prepared as in Example 156) was subjected to Chiral HPLC [column: AS-H, column mobile phase: 70% CO2: 30% MeOH (2 mL/min), pressure 140 bar, temperature 40° C., 215 nm] analysis and then separated to give two (R and S) enantiomers. The title compound was isolated as an off-white solid with Tr of 23.42 min (first eluting peak). The (R) absolute stereochemistry was assigned ... Starting materials: CC(C)C1=NOC(=N1)N1CCC(CC1)C(C)OC1=NC=C(N=C1)C1=CC=C(C=C1)S(=O)(=O)C ((±)-2-[(1-{1-[3-(1-methylethyl)-1,2,4-oxadiazol-5-yl]-4-piperidinyl}ethyl)oxy]-5-[4-(methylsulfonyl)phenyl]pyrazine), C(=O)=O (CO2). Run in CO (MeOH). Reaction SMILES: [CH3:1][CH:2]([C:4]1[N:8]=[C:7]([N:9]2[CH2:14][CH2:13][CH:12]([CH:15]([O:17][C:18]3[CH:23]=[N:22][C:21]([C:24]4[CH:29]=[CH:28][C:27]([S:30]([CH3:33])(=[O:32])=[O:31])=[CH:26][CH:25]=4)=[CH:20][N:19]=3)[CH3:16])[CH2:11][CH2:10]2)[O:6][N:5]=1)[CH3:3].C(=O)=O>CO>[CH3:3][CH:2]([C:4]1[N:8]=[C:7]([N:9]2[CH2:10][CH2:11][CH:12]([C@H:15]([O:17][C:18]3[CH:23]=[N:22][C:21]([C:24]4[CH:25]=[CH:26][C:27]([S:30]([CH3:33])(=[O:32])=[O:31])=[CH:28][CH:29]=4)=[CH:20][N:19]=3)[CH3:16])[CH2:13][CH2:14]2)[O:6][N:5]=1)[CH3:1]. Starting materials: C(C)(C)(C)OC(=O)N1[C@@H](CC[C@H]1CC(C(=O)O)NCC1=CC=CC=C1)C(=O)O ((2S,5S)-5-(2-benzylamino-2-carboxyethyl)pyrrolidine-1,2-dicarboxylic acid 1-tert-butyl ester), [H][H] (hydrogen). Reagents/catalysts: [OH-].[OH-].[Pd+2] (palladium hydroxide on activated carbon). Solvent: C(C)(=O)O (acetic acid). Conditions: time 10 minute. The product is C(C)(=O)O.C(C)(C)(C)OC(=O)N1[C@@H](CC[C@H]1CC(C(=O)O)N)C(=O)O ((2S,5S)-5-(2-amino-2-carboxyethyl)pyrrolidine-1,2-dicarboxylic acid 1-tert-butyl ester hydrogen acetate). As a reaction SMILES: [C:1]([O:5][C:6]([N:8]1[C@H:12]([CH2:13][CH:14]([NH:18]CC2C=CC=CC=2)[C:15]([OH:17])=[O:16])[CH2:11][CH2:10][C@H:9]1[C:26]([OH:28])=[O:27])=[O:7])([CH3:4])([CH3:3])[CH3:2].[H][H]>C(O)(=O)C.[OH-].[OH-].[Pd+2]>[C:15]([OH:17])(=[O:16])[CH3:14].[C:1]([O:5][C:6]([N:8]1[C@H:12]([CH2:13][CH:14]([NH2:18])[C:15]([OH:17])=[O:16])[CH2:11][CH2:10][C@H:9]1[C:26]([OH:28])=[O:27])=[O:7])([CH3:4])([CH3:2])[CH3:3] |f:3.4.5,6.7|. Reported procedure: 1600 mg of (2S,5S)-5-(2-benzylamino-2-carboxyethyl)pyrrolidine-1,2-dicarboxylic acid 1-tert-butyl ester were dissolved in 30 ml of acetic acid. 100 mg of 20% palladium hydroxide on activated carbon were added thereto, and the mixture was hydrogenated under an atmosphere of 1 bar of hydrogen for 1 h. Ar was then passed over the solution for 10 min. The catalyst was filtered off through kieselguhr and the filter cake was washed with 20 ml of acetic acid. The combined organic phases were concentrat... Reactants: CN(C)CCN(C)C (TMEDA), C(C)(CC)[Li].CCCCCC (sec-butyllithium hexane), CN(C)C=O (DMF), COCOC=1C=C(C(=O)NC(C)(C2=CC=CC=C2)C)C=CC1 (3-methoxymethoxy-N-(1-methyl-1-phenylethyl)benzamide). The solvent is C1CCOC1 (THF). Yields the product COCOC1=C2C(N(C(C2=CC=C1)=O)C(C)(C1=CC=CC=C1)C)O (4-methoxymethoxy-3-hydroxy-2-(1-methyl-1-phenylethyl)isoindolinone). The yield is 96.2%. Reaction SMILES: [CH3:1][O:2][CH2:3][O:4][C:5]1[CH:6]=[C:7]([CH:20]=[CH:21][CH:22]=1)[C:8]([NH:10][C:11]([CH3:19])([C:13]1[CH:18]=[CH:17][CH:16]=[CH:15][CH:14]=1)[CH3:12])=[O:9].CN(CCN(C)C)C.C([Li])(CC)C.CCCCCC.CN([CH:45]=[O:46])C>C1COCC1>[CH3:1][O:2][CH2:3][O:4][C:5]1[CH:22]=[CH:21][CH:20]=[C:7]2[C:6]=1[CH:45]([OH:46])[N:10]([C:11]([CH3:19])([C:13]1[CH:14]=[CH:15][CH:16]=[CH:17][CH:18]=1)[CH3:12])[C:8]2=[O:9] |f:2.3|. Procedure: In a similar manner to Step 2 of Example 16, 3-methoxymethoxy-N-(1-methyl-1-phenylethyl)benzamide (8.07 g, 27.0 mmol) was dissolved in THF (320 mL), and the solution was treated with TMEDA (13.0 mL, 85.4 mmol), sec-butyllithium-hexane solution (0.99 mol/L, 87.1 mL, 86.3 mmol) and DMF (4.60 mL, 59.3 mmol), followed by purification by slurry using hexane to obtain 4-methoxymethoxy-3-hydroxy-2-(1-methyl-1-phenylethyl)isoindolinone (8.50 g, yield 96%). The reactants are CC1(CC(NC2=CC=C(C=C12)C=1C=C(C#N)C=CC1)=O)C (3-(4,4-dimethyl-2-oxo-1,2,3,4,-tetrahydroquinolin-6-yl)benzonitrile), P12(=S)SP3(=S)SP(=S)(S1)SP(=S)(S2)S3 (phosphorus pentasulfide), C18H16N2S. Run in N1=CC=CC=C1 (pyridine). Yields the product CC1(CC(NC2=CC=C(C=C12)C=1C=C(C#N)C=CC1)=S)C (3-(4,4-Dimethyl-2-thioxo-1,2,3,4,-tetrahydroquinolin-6-yl)benzonitrile). As a reaction SMILES: [CH3:1][C:2]1([CH3:21])[C:11]2[C:6](=[CH:7][CH:8]=[C:9]([C:12]3[CH:13]=[C:14]([CH:17]=[CH:18][CH:19]=3)[C:15]#[N:16])[CH:10]=2)[NH:5][C:4](=O)[CH2:3]1.P12(SP3(SP(SP(S3)(S1)=S)(=S)S2)=S)=[S:23]>N1C=CC=CC=1>[CH3:1][C:2]1([CH3:21])[C:11]2[C:6](=[CH:7][CH:8]=[C:9]([C:12]3[CH:13]=[C:14]([CH:17]=[CH:18][CH:19]=3)[C:15]#[N:16])[CH:10]=2)[NH:5][C:4](=[S:23])[CH2:3]1. Procedure: Prepared by heating under reflux overnight a stirred mixture of 3-(4,4-dimethyl-2-oxo-1,2,3,4,-tetrahydroquinolin-6-yl)benzonitrile and an equal weight of phosphorus pentasulfide in pyridine and workup as in the previous example gave a yellow solid: mp 220-223° C. dec. 1H-NMR (DMSO-d6) δ 12.35 (s, 1H), 8.21 (s, 1H), 8.10 (d, 1H, J=6.0 Hz), 7.80 (d, 1H, J=7.9 Hz), 7.72 (s, 1H), 7.65 (m, 2H), 7.21 (d, 1H, J=8.4 Hz), 2.85 (s, 2H), 1.27 (s, 6H); MS (APCI(−)) m/z 291 [M−H]− Anal. Calc. For C18H16N2S ... Starting materials: FC1=CC=C(C=C1)C(C(C(=O)OCC)=NO)=O (Ethyl 3-(4-fluorophenyl)-2-hydroxyimino-3-oxopropionate), N1(CCCC1)C1=CC=C(CN)C=C1 (4-(1-pyrrolidinyl)benzylamine). Product: FC1=CC=C(C=C1)C1=C(N=C(N1)C1=CC=C(C=C1)N1CCCC1)C(=O)OCC (ethyl 5-(4-fluorophenyl)-2-(4-(1-pyrrolidinyl)phenyl)imidazole-4-carboxylate). RXN SMILES: [F:1][C:2]1[CH:7]=[CH:6][C:5]([C:8](=O)[C:9](=[N:15]O)[C:10]([O:12][CH2:13][CH3:14])=[O:11])=[CH:4][CH:3]=1.[N:18]1([C:23]2[CH:30]=[CH:29][C:26]([CH2:27][NH2:28])=[CH:25][CH:24]=2)[CH2:22][CH2:21][CH2:20][CH2:19]1>>[F:1][C:2]1[CH:7]=[CH:6][C:5]([C:8]2[NH:28][C:27]([C:26]3[CH:25]=[CH:24][C:23]([N:18]4[CH2:22][CH2:21][CH2:20][CH2:19]4)=[CH:30][CH:29]=3)=[N:15][C:9]=2[C:10]([O:12][CH2:13][CH3:14])=[O:11])=[CH:4][CH:3]=1. Procedure details: Ethyl 3-(4-fluorophenyl)-2-hydroxyimino-3-oxopropionate and 4-(1-pyrrolidinyl)benzylamine are reacted and treated in the same manner as in Starting Material Synthetic Example 1 to give ethyl 5-(4-fluorophenyl)-2-(4-(1-pyrrolidinyl)phenyl)imidazole-4-carboxylate. Ethyl 5-(4-fluorophenyl)-2-(4-(1-pyrrolidinyl)-phenyl)imidazole-4-carboxylate is reacted and treated in the same manner as in Starting Material Synthetic Example 2 to give 5-(4-fluorophenyl)-2-(4-(1-pyrrolidinyl)phenyl)imidazole-4-carbox... Product: Cc1ccc(CNC2CC2)cc1NC(=O)c1ccc(Nc2nc(-c3ccccc3)c3ccccc3n2)cc1. RXN SMILES: [C:45]([O:46][BH-:47]([O:48][C:49](=[O:50])[CH3:51])[O:52][C:53](=[O:54])[CH3:55])(=[O:56])[CH3:57].[CH3:62][C:63](=[O:64])[OH:65].[CH:1](=[O:2])[c:3]1[cH:4][cH:5][c:6]([CH3:35])[c:7]([NH:9][C:10]([c:11]2[cH:12][cH:13][c:14]([NH:17][c:18]3[n:19][c:20]4[cH:21][cH:22][cH:23][cH:24][c:25]4[c:26](-[c:28]4[cH:29][cH:30][cH:31][cH:32][cH:33]4)[n:27]3)[cH:15][cH:16]2)=[O:34])[cH:8]1.[CH:36]1([NH2:39])[CH2:37][CH2:38]1.[Cl:59][CH2:60][Cl:61].[Na+:58].[O:40]1[CH2:41][CH2:42][CH2:43][CH2:44]1>>[CH2:1]([c:3]1[cH:4][cH:5][c:6]([CH3:35])[c:7]([NH:9][C:10]([c:11]2[cH:12][cH:13][c:14]([NH:17][c:18]3[n:19][c:20]4[cH:21][cH:22][cH:23][cH:24][c:25]4[c:26](-[c:28]4[cH:29][cH:30][cH:31][cH:32][cH:33]4)[n:27]3)[cH:15][cH:16]2)=[O:34])[cH:8]1)[NH:39][CH:36]1[CH2:37][CH2:38]1. Reactants: CC(=O)O[BH-](OC(C)=O)OC(C)=O, CC(=O)O, Cc1ccc(C=O)cc1NC(=O)c1ccc(Nc2nc(-c3ccccc3)c3ccccc3n2)cc1, NC1CC1, ClCCl, [Na+], C1CCOC1. Starting materials: COC(=O)C(O)=CC(=O)c1cn(Cc2ccccc2)c(=O)[nH]c1=O, ClC(Cl)Cl, C1CCOC1. The product is O=C(O)C(O)=CC(=O)c1cn(Cc2ccccc2)c(=O)[nH]c1=O. RXN SMILES: [CH2:1]([c:2]1[cH:3][cH:4][cH:5][cH:6][cH:7]1)[n:8]1[c:9](=[O:24])[nH:10][c:11](=[O:23])[c:12]([C:14]([CH:15]=[C:16]([C:17](=[O:18])[O:19][CH3:20])[OH:21])=[O:22])[cH:13]1.[CH:30]([Cl:31])([Cl:32])[Cl:33].[O:25]1[CH2:26][CH2:27][CH2:28][CH2:29]1>>[CH2:1]([c:2]1[cH:3][cH:4][cH:5][cH:6][cH:7]1)[n:8]1[c:9](=[O:24])[nH:10][c:11](=[O:23])[c:12]([C:14]([CH:15]=[C:16]([C:17](=[O:18])[OH:19])[OH:21])=[O:22])[cH:13]1. The reactants are COC(CC(CC)N1C(N(C2=CC=CC=C2C1=O)CC1=NSC2=C1C(=CC(=C2)C)C)=O)=O (3-[1-(4,6-dimethyl-1,2-benzisothiazol-3-ylmethyl)-2,4-dioxo-1,4-dihydro-2H-quinazolin-3-yl]-pentanoic acid methyl ester), [Li+].[OH-] (LiOH). Solvent: O1CCOCC1 (1,4-dioxane), C1CCOC1 (THF), O (water). Reaction conditions: time 8 hour. Yields the product CC1=CC(=CC2=C1C(=NS2)CN2C(N(C(C1=CC=CC=C21)=O)C(CC(=O)O)CC)=O)C (3-[1-(4,6-Dimethyl-1,2-benzisothiazol-3-ylmethyl)-2,4-dioxo-1,4-dihydro-2H-quinazolin-3-yl]-pentanoic acid). RXN SMILES: C[O:2][C:3](=[O:32])[CH2:4][CH:5]([N:8]1[C:17](=[O:18])[C:16]2[C:11](=[CH:12][CH:13]=[CH:14][CH:15]=2)[N:10]([CH2:19][C:20]2[C:24]3[C:25]([CH3:30])=[CH:26][C:27]([CH3:29])=[CH:28][C:23]=3[S:22][N:21]=2)[C:9]1=[O:31])[CH2:6][CH3:7].[Li+].[OH-]>O1CCOCC1.C1COCC1.O>[CH3:30][C:25]1[C:24]2[C:20]([CH2:19][N:10]3[C:11]4[C:16](=[CH:15][CH:14]=[CH:13][CH:12]=4)[C:17](=[O:18])[N:8]([CH:5]([CH2:6][CH3:7])[CH2:4][C:3]([OH:32])=[O:2])[C:9]3=[O:31])=[N:21][S:22][C:23]=2[CH:28]=[C:27]([CH3:29])[CH:26]=1 |f:1.2|. Reported procedure: To a solution of 3-[1-(4,6-dimethyl-1,2-benzisothiazol-3-ylmethyl)-2,4-dioxo-1,4-dihydro-2H-quinazolin-3-yl]-pentanoic acid methyl ester (65 mg, 0.14 mmol) in 1,4-dioxane (10 mL), THF (5 mL) and water (2 mL) is added LiOH (7 mg, 0.29 mmol) at room temperature. The solution is stirred at room temperature for 8 hours. The solution is concentrated and water is added to the residue. The solution is acidified by 12N HCl in an ice-bath. The precipitated solid filtration to afford the title compound.: ... Reactants: ClC1=NC(=CN=C1)Cl (2,6-dichloropyrazine), C([O-])([O-])=O.[Na+].[Na+] (sodium carbonate), FC(C1=CC=C(C=C1)B(O)O)(F)F (4-trifluoromethylphenylboronic acid). Reagents/catalysts: [Pd].C1(=CC=CC=C1)P(C1=CC=CC=C1)C1=CC=CC=C1.C1(=CC=CC=C1)P(C1=CC=CC=C1)C1=CC=CC=C1.C1(=CC=CC=C1)P(C1=CC=CC=C1)C1=CC=CC=C1.C1(=CC=CC=C1)P(C1=CC=CC=C1)C1=CC=CC=C1 (tetrakis(triphenylphosphine) palladium (0)). Solvent: C(OC)COC (dimethoxyethane), O (water), O (water). Run at time 8 hour. Yields the product ClC1=NC(=CN=C1)C1=CC=C(C=C1)C(F)(F)F (2-Chloro-6-[4-(trifluoromethyl)phenyl]pyrazine). The yield is 36.5%. RXN SMILES: Cl[C:2]1[CH:7]=[N:6][CH:5]=[C:4]([Cl:8])[N:3]=1.C(=O)([O-])[O-].[Na+].[Na+].[F:15][C:16]([F:27])([F:26])[C:17]1[CH:22]=[CH:21][C:20](B(O)O)=[CH:19][CH:18]=1>C(COC)OC.O.[Pd].C1(P(C2C=CC=CC=2)C2C=CC=CC=2)C=CC=CC=1.C1(P(C2C=CC=CC=2)C2C=CC=CC=2)C=CC=CC=1.C1(P(C2C=CC=CC=2)C2C=CC=CC=2)C=CC=CC=1.C1(P(C2C=CC=CC=2)C2C=CC=CC=2)C=CC=CC=1>[Cl:8][C:4]1[CH:5]=[N:6][CH:7]=[C:2]([C:20]2[CH:21]=[CH:22][C:17]([C:16]([F:27])([F:26])[F:15])=[CH:18][CH:19]=2)[N:3]=1 |f:1.2.3,7.8.9.10.11|. Procedure: To a mixture of 2,6-dichloropyrazine (0.5 g, 3.36 mmol), sodium carbonate (0.925 g, 8.73 mmol) and 4-trifluoromethylphenylboronic acid (0.638 g, 3.36 mmol) in dimethoxyethane (15 mL) and water (7.5 mL) under nitrogen was added tetrakis(triphenylphosphine) palladium (0) (0.078 g). The resulting mixture was heated at reflux for 5 h under nitrogen, before stirring at room temperature overnight. The reaction was diluted with water (50 mL) and extracted with chloroform (2×75 mL). The organic solution... Reactants: O=CC(=O)O, [Na+], [OH-], O, Oc1ccccc1. Product: O=Cc1ccc([O-])cc1, [Na+]. As a reaction SMILES: [C:1]([CH:2]=[O:3])([OH:4])=[O:5].[Na+:14].[OH-:13].[OH2:15].[OH:6][c:7]1[cH:8][cH:9][cH:10][cH:11][cH:12]1>>[CH:2](=[O:3])[c:10]1[cH:9][cH:8][c:7]([O-:6])[cH:12][cH:11]1.[Na+:14].